Dataset: the Open Reaction Database (ORD), a public repository of structured organic reaction records. Task: describe an organic reaction: reactants, conditions, products, and yield Reactants: ClC1=C(C=C(C=C1)C(C)(C)C1=CN=CN1C1=CC=C(C=C1)F)OC (5-(2-(4-chloro-3-methoxyphenyl)propan-2-yl)-1-(4-fluorophenyl)-1H-imidazole), [Li]CCCC (BuLi), S(=O)(=O)(C1=CC=C(C)C=C1)N=[N+]=[N-] (tosyl azide). Run in C1CCOC1 (THF), C1CCOC1 (THF). Conditions: temperature -78 celsius, time 30 minute. Product: N(=[N+]=[N-])C=1N(C(=CN1)C(C)(C)C1=CC(=C(C=C1)Cl)OC)C1=CC=C(C=C1)F (2-azido-5-(2-(4-chloro-3-methoxyphenyl)propan-2-yl)-1-(4-fluorophenyl)-1H-imidazole). Yield: 54.8%. As a reaction SMILES: [Cl:1][C:2]1[CH:7]=[CH:6][C:5]([C:8]([C:11]2[N:15]([C:16]3[CH:21]=[CH:20][C:19]([F:22])=[CH:18][CH:17]=3)[CH:14]=[N:13][CH:12]=2)([CH3:10])[CH3:9])=[CH:4][C:3]=1[O:23][CH3:24].[Li]CCCC.S([N:40]=[N+:41]=[N-:42])(C1C=CC(C)=CC=1)(=O)=O>C1COCC1>[N:40]([C:14]1[N:15]([C:16]2[CH:17]=[CH:18][C:19]([F:22])=[CH:20][CH:21]=2)[C:11]([C:8]([C:5]2[CH:6]=[CH:7][C:2]([Cl:1])=[C:3]([O:23][CH3:24])[CH:4]=2)([CH3:9])[CH3:10])=[CH:12][N:13]=1)=[N+:41]=[N-:42]. Procedure details: To a −78° C. solution of 5-(2-(4-chloro-3-methoxyphenyl)propan-2-yl)-1-(4-fluorophenyl)-1H-imidazole (0.215 g, 0.62 mmol) in 3 mL of THF (3 mL) was added 1.67 M BuLi (0.45 mL, 0.75 mmol). The reaction was stirred at −78° C. for 30 min and then tosyl azide (0.160 g, 0.81 mmol) in THF (0.5 mL) was added dropwise. The reaction was stirred at −78° C. for 1 h when it was determined to be complete by LCMS. The reaction was quenched at −78° C. with pH 7 buffer and allowed to warm to room temperature. T... The reactants are CCO, CCOC(=O)CC(C)(C)CC=C(Cl)Cl, [Na+], [OH-], O. Product: CC(C)(CC=C(Cl)Cl)CC(=O)O. RXN SMILES: [CH3:17][CH2:18][OH:19].[Cl:3][C:4](=[CH:5][CH2:6][C:7]([CH2:8][C:9](=[O:10])[O:11][CH2:12][CH3:13])([CH3:14])[CH3:15])[Cl:16].[Na+:2].[OH-:1].[OH2:20]>>[Cl:3][C:4](=[CH:5][CH2:6][C:7]([CH2:8][C:9](=[O:10])[OH:11])([CH3:14])[CH3:15])[Cl:16].